This data is from the Open Reaction Database (ORD), a public repository of structured organic reaction records. The task is: describe an organic reaction: reactants, conditions, products, and yield The reactants are ClC1=NC=CC(=N1)Cl (2,4-dichloropyrimidine), B1(OC(C(O1)(C)C)(C)C)B2OC(C(O2)(C)C)(C)C (bis(pinacolato)diboron), O1CCN(CC1)C=1C=C(C#N)C=C(C1)B1OC(C(O1)(C)C)(C)C (3-morpholino-5-(4,4,5,5-tetramethyl-1,3,2-dioxaborolan-2-yl)benzonitrile), BrC=1C=C(C#N)C=C(C1)N1CCOCC1 (3-bromo-5-morpholinobenzonitrile). Product: ClC1=NC=CC(=N1)C=1C=C(C#N)C=C(C1)N1CCOCC1 (3-(2-Chloropyrimidin-4-yl)-5-morpholinobenzonitrile). RXN SMILES: [Cl:1][C:2]1[N:7]=[C:6](Cl)[CH:5]=[CH:4][N:3]=1.[O:9]1[CH2:14][CH2:13][N:12]([C:15]2[CH:16]=[C:17]([CH:20]=[C:21](B3OC(C)(C)C(C)(C)O3)[CH:22]=2)[C:18]#[N:19])[CH2:11][CH2:10]1.BrC1C=C(C=C(N2CCOCC2)C=1)C#N.B1(B2OC(C)(C)C(C)(C)O2)OC(C)(C)C(C)(C)O1>>[Cl:1][C:2]1[N:7]=[C:6]([C:21]2[CH:20]=[C:17]([CH:16]=[C:15]([N:12]3[CH2:11][CH2:10][O:9][CH2:14][CH2:13]3)[CH:22]=2)[C:18]#[N:19])[CH:5]=[CH:4][N:3]=1. Procedure: 3-(2-Chloropyrimidin-4-yl)-5-morpholinobenzonitrile was prepared according procedure B from 2,4-dichloropyrimidine and 3-morpholino-5-(4,4,5,5-tetramethyl-1,3,2-dioxaborolan-2-yl)benzonitrile which was synthesized by following procedure A using 3-bromo-5-morpholinobenzonitrile and bis(pinacolato)diboron. Reactants: OCC(CCC(=O)O)C (5-hydroxy isocaproic acid), [Mn](=O)(=O)(=O)[O-].[K+] (potassium permanganate). Product: O=CC(CCC(=O)O)C (5-keto-isocaproic acid). As a reaction SMILES: [OH:1][CH2:2][CH:3]([CH3:9])[CH2:4][CH2:5][C:6]([OH:8])=[O:7].[Mn]([O-])(=O)(=O)=O.[K+]>>[O:1]=[CH:2][CH:3]([CH3:9])[CH2:4][CH2:5][C:6]([OH:8])=[O:7] |f:1.2|. Reported procedure: 1.00 g. (7.57 mmol) of 5-hydroxy isocaproic acid was oxidized with 0.82 g. (5.22 mmol) of potassium permanganate in an aqueous base according to the procedure of Carson, et al., Org. Syn. Col. Vol. 1, 241 (1941). The oily product contaminated with a minor amount of starting material was characterized by NMR and used without further purification.